From a dataset of the Open Reaction Database (ORD), a public repository of structured organic reaction records. describe an organic reaction: reactants, conditions, products, and yield Reaction SMILES: [CH3:1][C:2]1=[C:7]([C:8](=[O:9])[O:10][CH2:11][CH3:12])[CH:6]([c:13]2[cH:14][c:15]([N+:19](=[O:20])[O-:21])[cH:16][cH:17][cH:18]2)[C:5]([C:22](=[O:23])[O:24][CH2:25][CH3:26])=[C:4]([CH3:27])[NH:3]1.[H-:28].[Na+:29].[O:38]1[CH2:39][CH2:40][CH2:41][CH2:42]1.[OH2:37].[S:30]1(=[O:31])(=[O:32])[O:33][CH2:34][CH2:35][O:36]1>>[CH3:1][C:2]1=[C:7]([C:8](=[O:9])[O:10][CH2:11][CH3:12])[CH:6]([c:13]2[cH:14][c:15]([N+:19](=[O:20])[O-:21])[cH:16][cH:17][cH:18]2)[C:5]([C:22](=[O:23])[O:24][CH2:25][CH3:26])=[C:4]([CH3:27])[N:3]1[CH2:35][CH2:34][O:33][S:30](=[O:31])(=[O:32])[O-:36].[Na+:29]. Reactants: CCOC(=O)C1=C(C)NC(C)=C(C(=O)OCC)C1c1cccc([N+](=O)[O-])c1, [H-], [Na+], C1CCOC1, O, O=S1(=O)OCCO1. Yields the product CCOC(=O)C1=C(C)N(CCOS(=O)(=O)[O-])C(C)=C(C(=O)OCC)C1c1cccc([N+](=O)[O-])c1, [Na+]. Procedure: LAH (0.615 g, 0.0162 mol, 3.0 eq) was dissolved in THF (20 ml), and to this solution was added dropwise a THF solution (20 ml) of (3-benzyloxyphenyl)-acetonitrile (1.2 g, 0.0054 mol, 1.0 eq) under ice-cooling. After the completion of the dropwise addition, the mixture was refluxed under heating for 3 hours. The reaction mixture was cooled to room temperature, and a saturated aqueous sodium sulfate solution (about 3040 ml) was added under ice-cooling. After filtration through Celite, the filtrate... As a reaction SMILES: [H-].[H-].[H-].[H-].[Li+].[Al+3].[CH2:7]([O:14][C:15]1[CH:16]=[C:17]([CH2:21][C:22]#[N:23])[CH:18]=[CH:19][CH:20]=1)[C:8]1[CH:13]=[CH:12][CH:11]=[CH:10][CH:9]=1.S([O-])([O-])(=O)=O.[Na+].[Na+]>C1COCC1>[CH2:7]([O:14][C:15]1[CH:16]=[C:17]([CH2:21][CH2:22][NH2:23])[CH:18]=[CH:19][CH:20]=1)[C:8]1[CH:9]=[CH:10][CH:11]=[CH:12][CH:13]=1 |f:0.1.2.3.4.5,7.8.9|. Isolated yield 35.4%. Reactants: C(C1=CC=CC=C1)OC=1C=C(C=CC1)CC#N ((3-benzyloxyphenyl)-acetonitrile), [H-].[H-].[H-].[H-].[Li+].[Al+3] (LAH), S(=O)(=O)([O-])[O-].[Na+].[Na+] (sodium sulfate). Run in C1CCOC1 (THF), C1CCOC1 (THF). Product: C(C1=CC=CC=C1)OC=1C=C(C=CC1)CCN (2-(3-benzyloxyphenyl)ethylamine). Reactants: N-(9-fluorenylmethoxycarbonyl)-4-L-hydroxyproline, CN(C)C=O (N, N'-dimethylformamide), FC1=C(C(=C(C(=C1O)F)F)F)F (pentafluorophenol), C1(CCCCC1)N=C=NC1CCCCC1 (dicyclohexylcarbodiimide). The solvent is C(C)#N (acetonitrile). Conditions: time 1 hour. Yields the product C(=O)(NC1CCCCC1)NC1CCCCC1 (Dicyclohexylurea). RXN SMILES: CN(C=[O:5])C.FC1C(O)=C(F)C(F)=C(F)C=1F.[CH:18]1([N:24]=[C:25]=[N:26][CH:27]2[CH2:32][CH2:31][CH2:30][CH2:29][CH2:28]2)[CH2:23][CH2:22][CH2:21][CH2:20][CH2:19]1>C(#N)C>[C:25]([NH:24][CH:18]1[CH2:19][CH2:20][CH2:21][CH2:22][CH2:23]1)([NH:26][CH:27]1[CH2:32][CH2:31][CH2:30][CH2:29][CH2:28]1)=[O:5]. Procedure: Suspended in 200 ml of acetonitrile are N-(9-fluorenylmethoxycarbonyl)-4-L-hydroxyproline (20.5 g, 50 mmol), followed by the addition of 12 ml of N, N'-dimethylformamide under ice cooling. The resulting mixture is stirred, to which 11.9 g (1.1 equivalents) of pentafluorophenol and 13.2 g (1.1 equivalents) of dicyclohexylcarbodiimide are added. The resulting suspension is stirred for one hour and then, stirred overnight at room temperature. Dicyclohexylurea produced by the reaction is removed by ... Reaction conditions: temperature 100 celsius, time 8 hour. Product: [N+](=O)([O-])C1=CC=2C(=C3C=CC=NC3=C(N2)N)C=C1 (8-nitrobenzo[f][1,7]naphthyridin-5-amine). Procedure details: A solution of tert-butyl 5-nitro-2-(4,4,5,5-tetramethyl-1,3,2-dioxaborolan-2-yl)phenylcarbamate (from the previous step) (1.0 eq.) and 3-bromopicolinonitrile (1.0 eq.) in toluene (0.44 M) was mixed with tetrakis(triphenyl-phosphine)palladium (5 mol %) and 2N aqueous potassium carbonate solution (2.0 eq.). The reaction was heated to 100° C. and stirred overnight. After cooling to ambient temperature, the reaction mixture was filtered to collect the precipitate. The precipitate was rinsed with EtO... Reactants: [N+](=O)([O-])C=1C=CC(=C(C1)NC(OC(C)(C)C)=O)B1OC(C(O1)(C)C)(C)C (tert-butyl 5-nitro-2-(4,4,5,5-tetramethyl-1,3,2-dioxaborolan-2-yl)phenylcarbamate), BrC=1C(=NC=CC1)C#N (3-bromopicolinonitrile), tetrakis(triphenyl-phosphine)palladium, C([O-])([O-])=O.[K+].[K+] (potassium carbonate). As a reaction SMILES: [N+:1]([C:4]1[CH:5]=[CH:6][C:7](B2OC(C)(C)C(C)(C)O2)=[C:8]([NH:10]C(=O)OC(C)(C)C)[CH:9]=1)([O-:3])=[O:2].Br[C:28]1[C:29]([C:34]#[N:35])=[N:30][CH:31]=[CH:32][CH:33]=1.C(=O)([O-])[O-].[K+].[K+]>C1(C)C=CC=CC=1>[N+:1]([C:4]1[CH:5]=[CH:6][C:7]2=[C:28]3[C:29](=[C:34]([NH2:35])[N:10]=[C:8]2[CH:9]=1)[N:30]=[CH:31][CH:32]=[CH:33]3)([O-:3])=[O:2] |f:2.3.4|. Solvent: C1(=CC=CC=C1)C (toluene). The reactants are CCCC(=O)Nc1csc(Br)n1, CC(=O)[O-], CO, [H][H], [Na+]. Yields the product CCCC(=O)Nc1cscn1. As a reaction SMILES: [Br:1][c:2]1[s:3][cH:4][c:5]([NH:7][C:8]([CH2:9][CH2:10][CH3:11])=[O:12])[n:6]1.[CH3:14][C:15](=[O:16])[O-:17].[CH3:20][OH:21].[H:18][H:19].[Na+:13]>>[cH:2]1[s:3][cH:4][c:5]([NH:7][C:8]([CH2:9][CH2:10][CH3:11])=[O:12])[n:6]1. Starting materials: BrC1=CC=C(C=C1)[C@@H](CC(=O)N(C)OC)C1=C(C=CC=C1)C ((R)-3-(4-Bromophenyl)-N-methoxy-N-methyl-3-o-tolylpropanamide), CC1=CC=NC=C1 (4-methylpyridine), C(=O)(O)[O-].[Na+] (NaHCO3). The solvent is C1CCOC1 (THF), C1CCOC1 (THF). Reaction conditions: time 1 hour. The product is BrC1=CC=C(C=C1)[C@@H](CC(CC1=CC=NC=C1)=O)C1=C(C=CC=C1)C ((R)-4-(4-bromophenyl)-1-(pyridin-4-yl)-4-o-tolylbutan-2-one). Yield: 50.5%. RXN SMILES: [CH3:1][C:2]1[CH:7]=[CH:6][N:5]=[CH:4][CH:3]=1.[Br:8][C:9]1[CH:14]=[CH:13][C:12]([C@H:15]([C:23]2[CH:28]=[CH:27][CH:26]=[CH:25][C:24]=2[CH3:29])[CH2:16][C:17](N(OC)C)=[O:18])=[CH:11][CH:10]=1.C([O-])(O)=O.[Na+]>C1COCC1>[Br:8][C:9]1[CH:10]=[CH:11][C:12]([C@H:15]([C:23]2[CH:28]=[CH:27][CH:26]=[CH:25][C:24]=2[CH3:29])[CH2:16][C:17](=[O:18])[CH2:1][C:2]2[CH:7]=[CH:6][N:5]=[CH:4][CH:3]=2)=[CH:13][CH:14]=1 |f:2.3|. Procedure: At −78° C., to a solution of 4-methylpyridine (308 mg) in THF (7 mL) n-butyllithium (1.6M in hexane, 2.07 ml) was added. The reaction mixture was warmed slowly to rt, stirred for 1 h at that temperature, and cooled down again to −78° C. (R)-3-(4-Bromophenyl)-N-methoxy-N-methyl-3-o-tolylpropanamide (example 142, step 1; 400 mg) in THF (3 mL) was added slowly and the reaction mixture was warmed to rt and stirred for 3 h. The mixture was poured into a saturated aqueous solution of NaHCO3 (10 mL), t...